describe an organic reaction: reactants, conditions, products, and yield From a dataset of the Open Reaction Database (ORD), a public repository of structured organic reaction records. Starting materials: BrC1=CN=C2C(=N1)N(C(CN2)=O)[C@@H]2CC[C@H](CC2)OC (7-Bromo-1-(trans-4-methoxycyclohexyl)-3,4-dihydropyrazino[2,3-b]pyrazin-2(1H)-one), CC1(OB(OC1(C)C)C=1C=CC(=NC1)C(C)(C)O[Si](C)(C)C)C (5-(4,4,5,5-tetramethyl-1,3,2-dioxaborolan-2-yl)-2-(2-(trimethylsilyloxy)propan-2-yl)pyridine), C([O-])([O-])=O.[Na+].[Na+] (sodium carbonate). The reagents and catalysts are CC(C)(C)P(C1=CC=C(C=C1)N(C)C)C(C)(C)C.CC(C)(C)P(C1=CC=C(C=C1)N(C)C)C(C)(C)C.Cl[Pd]Cl (PdCl2(AmPhos)2). Run in C(C)(C)O (isopropanol). Conditions: temperature 70 celsius. Yields the product OC(C)(C)C1=CC=C(C=N1)C1=CN=C2C(=N1)N(C(CN2)=O)[C@@H]2CC[C@H](CC2)OC (7-(6-(2-Hydroxypropan-2-yl)pyridin-3-yl)-1-((trans)-4-methoxycyclohexyl)-3,4-dihydropyrazino[2,3-b]pyrazin-2(1H)-one). RXN SMILES: Br[C:2]1[N:7]=[C:6]2[N:8]([C@H:13]3[CH2:18][CH2:17][C@H:16]([O:19][CH3:20])[CH2:15][CH2:14]3)[C:9](=[O:12])[CH2:10][NH:11][C:5]2=[N:4][CH:3]=1.CC1(C)C(C)(C)OB([C:29]2[CH:30]=[CH:31][C:32]([C:35]([O:38][Si](C)(C)C)([CH3:37])[CH3:36])=[N:33][CH:34]=2)O1.C(=O)([O-])[O-].[Na+].[Na+]>C(O)(C)C.CC(P(C(C)(C)C)C1C=CC(N(C)C)=CC=1)(C)C.CC(P(C(C)(C)C)C1C=CC(N(C)C)=CC=1)(C)C.Cl[Pd]Cl>[OH:38][C:35]([C:32]1[N:33]=[CH:34][C:29]([C:2]2[N:7]=[C:6]3[N:8]([C@H:13]4[CH2:18][CH2:17][C@H:16]([O:19][CH3:20])[CH2:15][CH2:14]4)[C:9](=[O:12])[CH2:10][NH:11][C:5]3=[N:4][CH:3]=2)=[CH:30][CH:31]=1)([CH3:37])[CH3:36] |f:2.3.4,6.7.8|. Reported procedure: 7-(6-(2-Hydroxypropan-2-yl)pyridin-3-yl)-1-(trans-4-methoxycyclohexyl)-3,4-dihydropyrazino[2,3-b]pyrazin-2(1H)-one (alternate approach). Ethyl 2-(3,5-dibromopyrazin-2-ylamino)acetate (1 equiv) and trans-4-methoxycyclohexanamine.hydrochloride (1.5 equiv), NMP and DIEA were combined and heated to 127° C. and maintained at that temperature for 18 h. Upon reaction completion, the mixture was cooled to 35° C. over 4 h. The batch was transferred to a mixture of ethyl acetate and 5% brine. The aqueous ... The reactants are OC(CC1=CC=CC=C1)OP(CC1=C(C=C(C=C1C)C)C)=O (α-hydroxy-(2,4,6-trimethylbenzyl)-phenylethoxy phosphine oxide), vanadyl(IV), C/C(=C/C(=O)C)/[O-] (acetylacetonate), C(C)(C)(C)OO (tert-butylhydroperoxide). The solvent is ClC1=CC=CC=C1 (chlorobenzene). Run at time 20 hour. Yields the product CC1=C(C(=O)P(OCCC2=CC=CC=C2)=O)C(=CC(=C1)C)C (2,4,6-trimethylbenzoyl phenylethoxyphosphine oxide). The yield is 55.0%. As a reaction SMILES: O[CH:2]([O:10][PH:11](=[O:22])[CH2:12][C:13]1[C:18]([CH3:19])=[CH:17][C:16]([CH3:20])=[CH:15][C:14]=1[CH3:21])[CH2:3][C:4]1[CH:9]=[CH:8][CH:7]=[CH:6][CH:5]=1.C/C(/[O-])=C/C(C)=[O:27].C(OO)(C)(C)C>ClC1C=CC=CC=1>[CH3:21][C:14]1[CH:15]=[C:16]([CH3:20])[CH:17]=[C:18]([CH3:19])[C:13]=1[C:12]([PH:11](=[O:22])[O:10][CH2:2][CH2:3][C:4]1[CH:9]=[CH:8][CH:7]=[CH:6][CH:5]=1)=[O:27]. Procedure: To 26.5 g (0.08 mol) of α-hydroxy-(2,4,6-trimethylbenzyl)-phenylethoxy phosphine oxide and 1 g (38 mmol) of vanadyl(IV) bis-acetylacetonate in 110 g of chlorobenzene there were added 28 g (0.22 mol) of 70 wt % strength aqueous tert-butylhydroperoxide and the mixture was stirred for a period of 20 h. The product was isolated by distillation. Yield: 55%, bp 180° C. (0.1 mbar). The reactants are Cl.NO (hydroxylamine hydrochloride), [OH-].[Na+] (sodium hydroxide), CN1CCOCC1 (N--methylmorpholine), C(C1=CC=CC=C1)(=O)SCCC(=O)N1[C@H](SC[C@H]1C(=O)O)C1=C(C=CC=C1)O ((2R,4R)--3--(S--benzoyl--3--mercaptopropionyl) --2--(2--hydroxyphenyl)--4--thiazolidine--carboxylic acid), C(OCC(C)C)(=O)Cl (isobutyl chlorocarbonate). Solvent: CO (methanol), O1CCCC1 (tetrahydrofuran). Product: C(C1=CC=CC=C1)(=O)SCCC(=O)N1[C@H](SC[C@H]1C(=O)NO)C1=C(C=CC=C1)O ((2R,4R) --3--(S--Benzoyl--3--mercaptopropionyl)--2--(2--hydroxyphenyl)--4--thiazolidinecarbohydroxamic acid). Isolated yield 46.3%. RXN SMILES: CN1CCOCC1.[C:8]([S:16][CH2:17][CH2:18][C:19]([N:21]1[C@H:25]([C:26](O)=[O:27])[CH2:24][S:23][C@@H:22]1[C:29]1[CH:34]=[CH:33][CH:32]=[CH:31][C:30]=1[OH:35])=[O:20])(=[O:15])[C:9]1[CH:14]=[CH:13][CH:12]=[CH:11][CH:10]=1.C(Cl)(=O)OCC(C)C.Cl.[NH2:45][OH:46].[OH-].[Na+]>CO.O1CCCC1>[C:8]([S:16][CH2:17][CH2:18][C:19]([N:21]1[C@H:25]([C:26]([NH:45][OH:46])=[O:27])[CH2:24][S:23][C@@H:22]1[C:29]1[CH:34]=[CH:33][CH:32]=[CH:31][C:30]=1[OH:35])=[O:20])(=[O:15])[C:9]1[CH:14]=[CH:13][CH:12]=[CH:11][CH:10]=1 |f:3.4,5.6|. Reported procedure: 3.1 g of N--methylmorpholine is added to 180 ml of dry tetrahydrofuran solution of 12.5 g of (2R,4R)--3--(S--benzoyl--3--mercaptopropionyl) --2--(2--hydroxyphenyl)--4--thiazolidine--carboxylic acid. To the reaction mixture, 4.1 g of isobutyl chlorocarbonate is added dropwise while stirring under ice-cooling and further stirred for 30 minutes at the same temperature. To this suspension, 120 ml of methanol solution containing 6.3 g of hydroxylamine hydrochloride and 3.6 g of sodium hydroxide is ad... Starting materials: O (water), O1CCCC1 (tetrahydrofuran), I(=O)(=O)(=O)[O-].[Na+] (sodium periodate), O (water), C(C)#N.O.C(=O)(C(F)(F)F)O (ACN H2O TFA), C(C=C)O[C@@H]1[C@@H]([C@H](O[C@H]1N1C2=NC=NC(=C2N=C1)N)C[C@H](CC[C@@H](C(=O)O)NC(=O)OC(C)(C)C)NC(=O)OC(C)(C)C)O ((2S,5S)-6-((2R,3R,4R,5R)-4-(allyloxy)-5-(6-amino-9H-purin-9-yl)-3-hydroxytetrahydrofuran-2-yl)-2,5-bis((tert-butoxycarbonyl)amino)hexanoic acid), ( Å ). Reagents/catalysts: O.O.[Os](=O)(=O)(=O)=O.[K] (potassium osmium tetroxide dihydrate). Conditions: time 8 hour. Yields the product NC1=C2N=CN(C2=NC=N1)[C@H]1[C@@H]([C@@H]([C@H](O1)C[C@H](CC[C@@H](C(=O)O)NC(=O)OC(C)(C)C)NC(=O)OC(C)(C)C)O)OCC=O ((2S,5S)-6-((2R,3R,4R,5R)-5-(6-amino-9H-purin-9-yl)-3-hydroxy-4-(2-oxoethoxy)tetrahydrofuran-2-yl)-2,5-bis((tert-butoxycarbonyl)amino)hexanoic acid), ( Å ), C(C)#N.O.C(=O)(C(F)(F)F)O (ACN H2O TFA). Reaction SMILES: [CH2:1]([O:4][C@H:5]1[C@H:9]([N:10]2[CH:18]=[N:17][C:16]3[C:11]2=[N:12][CH:13]=[N:14][C:15]=3[NH2:19])[O:8][C@H:7]([CH2:20][C@@H:21]([NH:36][C:37]([O:39][C:40]([CH3:43])([CH3:42])[CH3:41])=[O:38])[CH2:22][CH2:23][C@H:24]([NH:28][C:29]([O:31][C:32]([CH3:35])([CH3:34])[CH3:33])=[O:30])[C:25]([OH:27])=[O:26])[C@H:6]1[OH:44])[CH:2]=C.[O:45]1CCCC1.I([O-])(=O)(=O)=[O:51].[Na+].[C:56](#[N:58])[CH3:57].O.[C:60]([OH:66])([C:62]([F:65])([F:64])[F:63])=[O:61].O>O.O.[Os](=O)(=O)(=O)=O.[K]>[NH2:19][C:15]1[N:14]=[CH:13][N:12]=[C:11]2[C:16]=1[N:17]=[CH:18][N:10]2[C@@H:9]1[O:8][C@H:7]([CH2:20][C@@H:21]([NH:36][C:37]([O:39][C:40]([CH3:41])([CH3:42])[CH3:43])=[O:38])[CH2:22][CH2:23][C@H:24]([NH:28][C:29]([O:31][C:32]([CH3:33])([CH3:35])[CH3:34])=[O:30])[C:25]([OH:27])=[O:26])[C@@H:6]([OH:44])[C@H:5]1[O:4][CH2:1][CH:2]=[O:45].[C:56](#[N:58])[CH3:57].[OH2:51].[C:60]([OH:66])([C:62]([F:65])([F:64])[F:63])=[O:61] |f:2.3,4.5.6,8.9.10.11,13.14.15,^1:74|. Reported procedure: To a 7-mL scintillation vial containing Compound 10 (2.0 mg, 0.0032 mmol) was added sequentially tetrahydrofuran (200 μL), water (132 μL), sodium periodate (3.3 mg, 0.015 mmol), and a mixture consisting of potassium osmium tetroxide dihydrate (68 μg, 0.00018 mmol) and water (68 μL). The reaction mixture was stirred overnight in the dark at room temperature. HPLC (Gemini C18, 110 {acute over (Å)}, 5μ, 250×4.6 mm, 1 mL/min, 5/95/0.05→50/50/0.05 ACN/H2O/TFA) showed complete disappearance of startin...